Dataset: the Open Reaction Database (ORD), a public repository of structured organic reaction records. Task: describe an organic reaction: reactants, conditions, products, and yield The reactants are CO, COC(=O)CNC(=O)c1ccccc1Cl, [Li+], [OH-], O, O. Yields the product O=C(O)CNC(=O)c1ccccc1Cl. Reaction SMILES: [CH3:19][OH:20].[CH3:1][O:2][C:3]([CH2:4][NH:5][C:6]([c:7]1[c:8]([Cl:13])[cH:9][cH:10][cH:11][cH:12]1)=[O:14])=[O:15].[Li+:18].[OH-:17].[OH2:16].[OH2:21]>>[O:2]=[C:3]([CH2:4][NH:5][C:6]([c:7]1[c:8]([Cl:13])[cH:9][cH:10][cH:11][cH:12]1)=[O:14])[OH:15].